Dataset: the Open Reaction Database (ORD), a public repository of structured organic reaction records. Task: describe an organic reaction: reactants, conditions, products, and yield The reactants are ClC1=NC(=CC2=C(C=CC=C12)OC)NC1=NNC(=C1)C ((1-chloro-5-methoxy-isoquinolin-3-yl)-(5-methyl-1H-pyrazol-3-yl)-amine), COC=1C=C(C=CC1)B(O)O (3-methoxy-phenylboronic acid). Product: COC=1C=C(C=CC1)C1=NC(=CC2=C(C=CC=C12)OC)NC1=NNC(=C1)C ([1-(3-methoxy-phenyl)-5-methoxy-isoquinolin-3-yl]-(5-methyl-1H-pyrazol-3-yl)-amine). RXN SMILES: Cl[C:2]1[C:11]2[C:6](=[C:7]([O:12][CH3:13])[CH:8]=[CH:9][CH:10]=2)[CH:5]=[C:4]([NH:14][C:15]2[CH:19]=[C:18]([CH3:20])[NH:17][N:16]=2)[N:3]=1.[CH3:21][O:22][C:23]1[CH:24]=[C:25](B(O)O)[CH:26]=[CH:27][CH:28]=1>>[CH3:21][O:22][C:23]1[CH:28]=[C:27]([C:2]2[C:11]3[C:6](=[C:7]([O:12][CH3:13])[CH:8]=[CH:9][CH:10]=3)[CH:5]=[C:4]([NH:14][C:15]3[CH:19]=[C:18]([CH3:20])[NH:17][N:16]=3)[N:3]=2)[CH:26]=[CH:25][CH:24]=1. Procedure details: Similar procedure as described in example 131 was used, starting from (1-chloro-5-methoxy-isoquinolin-3-yl)-(5-methyl-1H-pyrazol-3-yl)-amine and 3-methoxy-phenylboronic acid to give [1-(3-methoxy-phenyl)-5-methoxy-isoquinolin-3-yl]-(5-methyl-1H-pyrazol-3-yl)-amine. LC-MS m/e 361(MH+). The reactants are NC1=NC(=NC=C1C(=O)OCC)SC (ethyl 4-amino-2-(methylsulfanyl)pyrimidine-5-carboxylate), [H-].[Na+] (sodium hydride), Cl (hydrochloric acid), ClC1=C(C(=CC=C1)Cl)N=C=O (2,6-dichlorophenyl isocyanate). Run in CN(C=O)C (N,N-dimethylformamide), C(C)(=O)OCC (ethyl acetate). Conditions: time 5 minute. Yields the product ClC1=C(C(=CC=C1)Cl)N1C(NC2=NC(=NC=C2C1=O)SC)=O (3-(2,6-dichlorophenyl)-7-(methylsulfanyl)pyrimido[4,5-d]pyrimidine-2,4(1H,3H)-dione). The yield is 85.9%. Reaction SMILES: [NH2:1][C:2]1[C:7]([C:8]([O:10]CC)=O)=[CH:6][N:5]=[C:4]([S:13][CH3:14])[N:3]=1.[H-].[Na+].[Cl:17][C:18]1[CH:23]=[CH:22][CH:21]=[C:20]([Cl:24])[C:19]=1[N:25]=[C:26]=[O:27].Cl>CN(C)C=O.C(OCC)(=O)C>[Cl:17][C:18]1[CH:23]=[CH:22][CH:21]=[C:20]([Cl:24])[C:19]=1[N:25]1[C:8](=[O:10])[C:7]2[C:2](=[N:3][C:4]([S:13][CH3:14])=[N:5][CH:6]=2)[NH:1][C:26]1=[O:27] |f:1.2|. Procedure details: To a solution of 1.0 g of ethyl 4-amino-2-(methylsulfanyl)pyrimidine-5-carboxylate in 15 mL of N,N-dimethylformamide, 315 mg of sodium hydride was added, and the resulting mixture was stirred at room temperature for 5 minutes. To the reaction mixture, 970 mg of 2,6-dichlorophenyl isocyanate was added, and the resulting mixture was stirred at room temperature for 1 hour. To the reaction mixture, ethyl acetate and a 1 N aqueous hydrochloric acid solution were added and the organic layer was separa... Starting materials: [F-].C(CCC)[N+](CCCC)(CCCC)CCCC (tetrabutylammonium fluoride), [Si](C)(C)(C(C)(C)C)OC(CCC1C(N(C1=O)C1=CC=C(C#N)C=C1)C1=CC=C(C=C1)OC)C1=CC=C(C=C1)F (4-[3-[3-(tert-butyldimethylsilanyloxy)-3-(4-fluorophenyl)propyl]-2-(4-methoxyphenyl)-4-oxoazetidin-1-yl]-benzonitrile), C(C)(=O)O (acetic acid), solution, [F-].C(CCC)[N+](CCCC)(CCCC)CCCC (tetrabutylammonium fluoride). Run in O1CCCC1 (tetrahydrofuran), O1CCCC1 (tetrahydrofuran). Reaction conditions: time 2 hour. The product is FC1=CC=C(C=C1)C(CCC1C(N(C1=O)C1=CC=C(C#N)C=C1)C1=CC=C(C=C1)OC)O (4-[3-[3-(4-Fluorophenyl)-3-hydroxypropyl]-2-(4-methoxyphenyl)-4-oxoazetidin-1-yl]-benzonitrile). As a reaction SMILES: [Si]([O:8][CH:9]([C:33]1[CH:38]=[CH:37][C:36]([F:39])=[CH:35][CH:34]=1)[CH2:10][CH2:11][CH:12]1[C:15](=[O:16])[N:14]([C:17]2[CH:24]=[CH:23][C:20]([C:21]#[N:22])=[CH:19][CH:18]=2)[CH:13]1[C:25]1[CH:30]=[CH:29][C:28]([O:31][CH3:32])=[CH:27][CH:26]=1)(C(C)(C)C)(C)C.C(O)(=O)C.[F-].C([N+](CCCC)(CCCC)CCCC)CCC>O1CCCC1>[F:39][C:36]1[CH:35]=[CH:34][C:33]([CH:9]([OH:8])[CH2:10][CH2:11][CH:12]2[C:15](=[O:16])[N:14]([C:17]3[CH:24]=[CH:23][C:20]([C:21]#[N:22])=[CH:19][CH:18]=3)[CH:13]2[C:25]2[CH:26]=[CH:27][C:28]([O:31][CH3:32])=[CH:29][CH:30]=2)=[CH:38][CH:37]=1 |f:2.3|. Procedure details: 3.5 g of 4-[3-[3-(tert-butyldimethylsilanyloxy)-3-(4-fluorophenyl)propyl]-2-(4-methoxyphenyl)-4-oxoazetidin-1-yl]-benzonitrile were dissolved in 65 ml of tetrahydrofuran. 0.74 ml of acetic acid and 8.03 ml of a 1 M solution of tetrabutylammonium fluoride in tetrahydrofuran were added and the mixture was stirred at room temperature for 2 h. Another 4.82 ml of the tetrabutylammonium fluoride solution were then added, and the mixture was stirred at reflux temperature for another 3 h. The cooled rea... The product is CCP(=O)(COc1cc(NN)c(F)cc1Cl)OC. Reaction SMILES: [C:22](=[O:23])([OH:24])[O-:25].[CH2:1]([CH3:2])[P:3]([O:4][CH3:5])(=[O:6])[CH2:7][O:8][c:9]1[c:10]([Cl:17])[cH:11][c:12]([F:16])[c:13]([NH2:15])[cH:14]1.[ClH:27].[N:18]([O-:19])=[O:20].[Na+:21].[Na+:26].[OH2:28]>>[CH2:1]([CH3:2])[P:3]([O:4][CH3:5])(=[O:6])[CH2:7][O:8][c:9]1[c:10]([Cl:17])[cH:11][c:12]([F:16])[c:13]([NH:15][NH2:18])[cH:14]1. Starting materials: O=C([O-])O, CCP(=O)(COc1cc(N)c(F)cc1Cl)OC, Cl, O=N[O-], [Na+], [Na+], O. Starting materials: BrB(Br)Br, COc1ccc(P2(=O)CCN(C)CC2)cc1, ClCCl. Product: CN1CCP(=O)(c2ccc(O)cc2)CC1. As a reaction SMILES: [B:17]([Br:18])([Br:19])[Br:20].[CH3:1][O:2][c:3]1[cH:4][cH:5][c:6]([P:9]2(=[O:16])[CH2:10][CH2:11][N:12]([CH3:15])[CH2:13][CH2:14]2)[cH:7][cH:8]1.[Cl:21][CH2:22][Cl:23]>>[OH:2][c:3]1[cH:4][cH:5][c:6]([P:9]2(=[O:16])[CH2:10][CH2:11][N:12]([CH3:15])[CH2:13][CH2:14]2)[cH:7][cH:8]1. Reactants: O1C2=C(C=C1C=1OC(=C(N1)CCl)C)C=CC=C2 (2-(benzo[b]furan-2-yl)-4-chloromethyl-5-methyloxazole), OC1=CC=C(C=C1)CCCC#N (4-(4-hydroxyphenyl)butyronitrile). Yields the product O1C2=C(C=C1C=1OC(=C(N1)COC1=CC=C(C=C1)CCCC#N)C)C=CC=C2 (4-[4-[2-(benzo[b]furan-2-yl)-5-methyl-4-oxazolylmethoxy]phenyl]butyronitrile). Reaction SMILES: [O:1]1[C:5]([C:6]2[O:7][C:8]([CH3:13])=[C:9]([CH2:11]Cl)[N:10]=2)=[CH:4][C:3]2[CH:14]=[CH:15][CH:16]=[CH:17][C:2]1=2.[OH:18][C:19]1[CH:24]=[CH:23][C:22]([CH2:25][CH2:26][CH2:27][C:28]#[N:29])=[CH:21][CH:20]=1>>[O:1]1[C:5]([C:6]2[O:7][C:8]([CH3:13])=[C:9]([CH2:11][O:18][C:19]3[CH:20]=[CH:21][C:22]([CH2:25][CH2:26][CH2:27][C:28]#[N:29])=[CH:23][CH:24]=3)[N:10]=2)=[CH:4][C:3]2[CH:14]=[CH:15][CH:16]=[CH:17][C:2]1=2. Reported procedure: According to the method described for Reference Example 45, 2-(benzo[b]furan-2-yl)-4-chloromethyl-5-methyloxazole was allowed to react with 4-(4-hydroxyphenyl)butyronitrile to give 4-[4-[2-(benzo[b]furan-2-yl)-5-methyl-4-oxazolylmethoxy]phenyl]butyronitrile. Recrystallization from dichloromethane--isopropyl ether gave colorless prisms, m.p.118°-119° C.